Dataset: the Open Reaction Database (ORD), a public repository of structured organic reaction records. Task: describe an organic reaction: reactants, conditions, products, and yield Starting materials: C(C)(C)(C)C1=CC=C(C=C1)S(=O)(=O)N(COCCOC)C1=C(C(=NN1C)OCCO)C1=CC=C(C=C1)C(F)(F)F (4-(tert-butyl)-N-{3-(2-hydroxyethoxy)-1-methyl-4-[4-(trifluoromethyl)phenyl]-1H-pyrazol-5-yl}-N-[(2-methoxyethoxy)methyl]benzenesulfonamide), Cl (hydrochloric acid). Run in C(C)O (ethanol). Run at time 8 hour. Product: C(C)(C)(C)C1=CC=C(C=C1)S(=O)(=O)NC1=C(C(=NN1C)OCCO)C1=CC=C(C=C1)C(F)(F)F (4-(tert-butyl)-N-{3-(2-hydroxyethoxy)-1-methyl-4-[4-(trifluoromethyl)phenyl]-1H-pyrazol-5-yl)benzenesulfonamide). RXN SMILES: [C:1]([C:5]1[CH:10]=[CH:9][C:8]([S:11]([N:14]([C:21]2[N:25]([CH3:26])[N:24]=[C:23]([O:27][CH2:28][CH2:29][OH:30])[C:22]=2[C:31]2[CH:36]=[CH:35][C:34]([C:37]([F:40])([F:39])[F:38])=[CH:33][CH:32]=2)COCCOC)(=[O:13])=[O:12])=[CH:7][CH:6]=1)([CH3:4])([CH3:3])[CH3:2].Cl>C(O)C>[C:1]([C:5]1[CH:6]=[CH:7][C:8]([S:11]([NH:14][C:21]2[N:25]([CH3:26])[N:24]=[C:23]([O:27][CH2:28][CH2:29][OH:30])[C:22]=2[C:31]2[CH:32]=[CH:33][C:34]([C:37]([F:40])([F:38])[F:39])=[CH:35][CH:36]=2)(=[O:12])=[O:13])=[CH:9][CH:10]=1)([CH3:4])([CH3:2])[CH3:3]. Procedure details: To 4-(tert-butyl)-N-{3-(2-hydroxyethoxy)-1-methyl-4-[4-(trifluoromethyl)phenyl]-1H-pyrazol-5-yl}-N-[(2-methoxyethoxy)methyl]benzenesulfonamide (Preparation 12) in ethanol (1.5 ml) was added hydrochloric acid (6M, 1.5 ml). The reaction mixture was refluxed for 5 hours and then left at room temperature overnight. The reaction was concentrated under reduced pressure and the residue was partitioned between water (10 ml) and ethyl acetate (10 ml). The aqueous was extracted with ethyl acetate (2×20 ml... Reactants: COC(CNC(=O)CCl)OC, CCOCC, OCCO, Cc1ccc(S(=O)(=O)O)cc1. The product is O=C(CCl)NCC1OCCO1. RXN SMILES: [CH3:1][O:2][CH:3]([CH2:4][NH:5][C:6]([CH2:7][Cl:8])=[O:9])[O:10][CH3:11].[CH3:27][CH2:28][O:29][CH2:30][CH3:31].[OH:12][CH2:13][CH2:14][OH:15].[c:16]1([CH3:17])[cH:18][cH:19][c:20]([S:21]([OH:22])(=[O:23])=[O:24])[cH:25][cH:26]1>>[CH2:1]1[O:2][CH:3]([CH2:4][NH:5][C:6]([CH2:7][Cl:8])=[O:9])[O:10][CH2:11]1. Procedure: 13-methyl-tetradecanaldehyde (56.5 g, 0.25 mole), malonic acid (26.5 g, 0.51 mole), and pyridine (30.8 ml, 0.374 mole) were added to a flask and refluxed with heating for 3 hours. After cooling down 30% sulfuic acid was added and the reaction mixture was stirred for 3 hours under ice bath and then extracted by diethyl ether. Diethyl ether was removed by evaporation and product was subject to vacuum fractional distillation and 170–172° C./1.0 mmHg fraction was collected as 15-methyl-2-hexadecenoi... The product is CC(CCCCCCCCCCCC=CC(=O)O)C (15-methyl-2-hexadecenoic Acid). Conditions: time 3 hour. As a reaction SMILES: [CH3:1][CH:2]([CH3:16])[CH2:3][CH2:4][CH2:5][CH2:6][CH2:7][CH2:8][CH2:9][CH2:10][CH2:11][CH2:12][CH2:13]C=O.[C:17](O)(=O)[CH2:18][C:19]([OH:21])=[O:20].N1C=CC=CC=1>>[CH3:1][CH:2]([CH3:16])[CH2:3][CH2:4][CH2:5][CH2:6][CH2:7][CH2:8][CH2:9][CH2:10][CH2:11][CH2:12][CH2:13][CH:17]=[CH:18][C:19]([OH:21])=[O:20]. Reactants: CC(CCCCCCCCCCCC=O)C (13-methyl-tetradecanaldehyde), C(CC(=O)O)(=O)O (malonic acid), N1=CC=CC=C1 (pyridine), sulfuic acid. The reactants are C(C)N(C(C)C)C(C)C (Ethyldiisopropylamine), [Cl-].COC(=O)[C@H]1[NH2+]CCCC1 ((2S)-2-(methoxycarbonyl)piperidinium chloride), ClC=1OC2=C(N1)C=CC=C2 (2-chlorobenzoxazole). Run in C(C)#N (acetonitrile). Conditions: time 18 hour. Yields the product O1C(=NC2=C1C=CC=C2)N2[C@@H](CCCC2)C(=O)OC (methyl (2S)-1-(1,3-benzoxazol-2-yl)-2-piperidinecarboxylate). As a reaction SMILES: C(N(C(C)C)C(C)C)C.[Cl-].[CH3:11][O:12][C:13]([C@@H:15]1[CH2:20][CH2:19][CH2:18][CH2:17][NH2+:16]1)=[O:14].Cl[C:22]1[O:23][C:24]2[CH:30]=[CH:29][CH:28]=[CH:27][C:25]=2[N:26]=1>C(#N)C>[O:23]1[C:24]2[CH:30]=[CH:29][CH:28]=[CH:27][C:25]=2[N:26]=[C:22]1[N:16]1[CH2:17][CH2:18][CH2:19][CH2:20][C@H:15]1[C:13]([O:12][CH3:11])=[O:14] |f:1.2|. Procedure: Ethyldiisopropylamine (6.52 ml) was added to a solution of (2S)-2-(methoxycarbonyl)piperidinium chloride (3.057 g) [see Preparation 1] and 2-chlorobenzoxazole (2.13 ml) in acetonitrile (50 ml). The reaction mixture was stirred at room temperature for 18 hours and then at 50° C. for a further 2 hours. The solvent was removed under reduced pressure and the residue partitioned between ethyl acetate and water, the organic layer was separated, dried over magnesium sulphate and the solvent removed und... Starting materials: CC(C)(C)OC(=O)N1CCC(=O)CC1, [Li]CCCC, C1CCOC1, CN(C)CCn1cnc(-c2ccc(F)c(Cl)c2)c1. Yields the product CN(C)CCn1cc(-c2ccc(F)c(Cl)c2)nc1C1(O)CCN(C(=O)OC(C)(C)C)CC1. Reaction SMILES: [C:24]([CH3:25])([CH3:26])([CH3:27])[O:28][C:29](=[O:30])[N:31]1[CH2:32][CH2:33][C:34](=[O:37])[CH2:35][CH2:36]1.[CH2:19]([Li:20])[CH2:21][CH2:22][CH3:23].[CH2:38]1[O:39][CH2:40][CH2:41][CH2:42]1.[Cl:1][c:2]1[cH:3][c:4](-[c:9]2[n:10][cH:11][n:12]([CH2:14][CH2:15][N:16]([CH3:17])[CH3:18])[cH:13]2)[cH:5][cH:6][c:7]1[F:8]>>[Cl:1][c:2]1[cH:3][c:4](-[c:9]2[n:10][c:11]([C:34]3([OH:37])[CH2:33][CH2:32][N:31]([C:29]([O:28][C:24]([CH3:25])([CH3:26])[CH3:27])=[O:30])[CH2:36][CH2:35]3)[n:12]([CH2:14][CH2:15][N:16]([CH3:17])[CH3:18])[cH:13]2)[cH:5][cH:6][c:7]1[F:8]. The reactants are O=C([O-])[O-], C1CCNCC1, COC(=O)Cl, Cl, [Na+], [Na+], CN(C)C=O, COCCC(NC(=O)OCC1c2ccccc2-c2ccccc21)C(=O)O. The product is COCCC(NC(=O)OC)C(=O)O. As a reaction SMILES: [C:33](=[O:34])([O-:35])[O-:36].[CH2:1]1[CH2:2][CH2:3][NH:4][CH2:5][CH2:6]1.[Cl:39][C:40]([O:41][CH3:42])=[O:43].[ClH:44].[Na+:37].[Na+:38].[O:45]=[CH:46][N:47]([CH3:48])[CH3:49].[cH:7]1[c:8]2[c:16]([cH:17][cH:18][cH:19]1)-[c:11]1[c:10]([cH:15][cH:14][cH:13][cH:12]1)[CH:9]2[CH2:20][O:21][C:22](=[O:23])[NH:24][CH:25]([C:26](=[O:27])[OH:28])[CH2:29][CH2:30][O:31][CH3:32]>>[CH3:20][O:21][C:22](=[O:23])[NH:24][CH:25]([C:26](=[O:27])[OH:28])[CH2:29][CH2:30][O:31][CH3:32]. The reactants are COc1cc(C(=O)N2CCN(c3ncccn3)CC2)c([N+](=O)[O-])cc1OCc1ccccc1, CO. Yields the product COc1cc(C(=O)N2CCN(c3ncccn3)CC2)c(N)cc1OCc1ccccc1. RXN SMILES: [CH2:1]([c:2]1[cH:3][cH:4][cH:5][cH:6][cH:7]1)[O:8][c:9]1[cH:10][c:11]([N+:31]([O-:32])=[O:33])[c:12]([C:17](=[O:18])[N:19]2[CH2:20][CH2:21][N:22]([c:25]3[n:26][cH:27][cH:28][cH:29][n:30]3)[CH2:23][CH2:24]2)[cH:13][c:14]1[O:15][CH3:16].[CH3:34][OH:35]>>[CH2:1]([c:2]1[cH:3][cH:4][cH:5][cH:6][cH:7]1)[O:8][c:9]1[cH:10][c:11]([NH2:31])[c:12]([C:17](=[O:18])[N:19]2[CH2:20][CH2:21][N:22]([c:25]3[n:26][cH:27][cH:28][cH:29][n:30]3)[CH2:23][CH2:24]2)[cH:13][c:14]1[O:15][CH3:16]. The reactants are BrC(C(=O)C1=CC=C(C=C1)C(F)(F)F)(C)C (2-bromo-4'-(trifluoromethyl)isobutyrophenone), O (water), solution, [Na].CS (methyl mercaptan sodium salt). The solvent is CO (methanol). Conditions: time 30 minute. The product is oily product, CSC(C(=O)C1=CC=C(C=C1)C(F)(F)F)(C)C (2-methylthio-4'-(trifluoromethyl)isobutyrophenone). The yield is 68.7%. Reaction SMILES: Br[C:2]([CH3:16])([CH3:15])[C:3]([C:5]1[CH:10]=[CH:9][C:8]([C:11]([F:14])([F:13])[F:12])=[CH:7][CH:6]=1)=[O:4].[Na].[CH3:18][SH:19].O>CO>[CH3:18][S:19][C:2]([CH3:16])([CH3:15])[C:3]([C:5]1[CH:10]=[CH:9][C:8]([C:11]([F:14])([F:13])[F:12])=[CH:7][CH:6]=1)=[O:4] |f:1.2,^1:16|. Procedure: To 1 g of 2-bromo-4'-(trifluoromethyl)isobutyrophenone dissolved in methanol was added under ice-cooling 1.74 g of 15% solution of methyl mercaptan sodium salt, and the mixture was stirred for 30 minutes. The reaction mixture was poured into ice-cooled water and extracted with dichloromethane. The organic layer was washed with water, dried over anhydrous magnesium sulfate, and the solvent was evaporated. The residue was purified by silica gel column chromatography using n-hexane/dichloromethane ... Reactants: NC1=CC=C(C=N1)C(=O)OC (methyl 6-aminopyridine-3-carboxylate), C(C)(C)N(CC)C(C)C (diisopropylethylamine), C=1(C(=CC=CC1)C(=O)Cl)C1=CC=CC=C1 (2-biphenylcarbonyl chloride). The solvent is ClCCl (dichloromethane), ClCCl (dichloromethane), ClCCl (dichloromethane), O (water). Reaction conditions: time 2 day. The product is C=1(C(=CC=CC1)C(=O)N(C1=CC=C(C=N1)C(=O)OC)C(=O)C=1C(=CC=CC1)C1=CC=CC=C1)C1=CC=CC=C1 (Methyl 6-[[bis(2-biphenylcarbonyl)]amino]pyridine-3-carboxylate). RXN SMILES: [NH2:1][C:2]1[N:7]=[CH:6][C:5]([C:8]([O:10][CH3:11])=[O:9])=[CH:4][CH:3]=1.C(N([CH:18]([CH3:20])[CH3:19])CC)(C)C.[C:21]1([C:30]2[CH:35]=[CH:34][CH:33]=[CH:32][CH:31]=2)[C:22]([C:27](Cl)=[O:28])=[CH:23][CH:24]=[CH:25][CH:26]=1>ClCCl.O>[C:23]1([C:19]2[CH:18]=[CH:20][CH:35]=[CH:30][CH:31]=2)[C:22]([C:27]([N:1]([C:27]([C:22]2[C:21]([C:30]3[CH:35]=[CH:34][CH:33]=[CH:32][CH:31]=3)=[CH:26][CH:25]=[CH:24][CH:23]=2)=[O:28])[C:2]2[N:7]=[CH:6][C:5]([C:8]([O:10][CH3:11])=[O:9])=[CH:4][CH:3]=2)=[O:28])=[CH:21][CH:26]=[CH:25][CH:24]=1. Procedure details: To a chilled (0° C.) solution of 2.64 g of methyl 6-aminopyridine-3-carboxylate and 5.5 ml of diisopropylethylamine in 30 ml of dichloromethane under argon is added 6.8 g of 2-biphenylcarbonyl chloride in 10 ml of dichloromethane. The mixture is stirred at room temperature 2 days and then diluted with 120 ml of dichloromethane and 50 ml of water. The organic layer is separated, washed with 50 ml each of 1M NaHCO3 and brine and dried (Na2SO4). The solution is filtered through a thin pad of hydrou... Starting materials: C1CCOC1, CN1C(=O)CCC2(C)c3ccc(Br)cc3CCC12, ClC(Cl)Cl, OB(O)c1ccc(OC(F)(F)F)cc1, [Na+], [Na+], O=C([O-])[O-]. The product is CN1C(=O)CCC2(C)c3ccc(-c4ccc(OC(F)(F)F)cc4)cc3CCC12. Reaction SMILES: [CH2:39]1[O:40][CH2:41][CH2:42][CH2:43]1.[CH3:1][N:2]1[C:3](=[O:18])[CH2:4][CH2:5][C:6]2([CH3:17])[c:7]3[c:8]([cH:12][c:13]([Br:16])[cH:14][cH:15]3)[CH2:9][CH2:10][CH:11]12.[CH:44]([Cl:45])([Cl:46])[Cl:47].[F:19][C:20]([O:21][c:22]1[cH:23][cH:24][c:25]([B:28]([OH:29])[OH:30])[cH:26][cH:27]1)([F:31])[F:32].[Na+:33].[Na+:34].[O-:35][C:36](=[O:37])[O-:38]>>[CH3:1][N:2]1[C:3](=[O:18])[CH2:4][CH2:5][C:6]2([CH3:17])[c:7]3[c:8]([cH:12][c:13](-[c:25]4[cH:24][cH:23][c:22]([O:21][C:20]([F:19])([F:31])[F:32])[cH:27][cH:26]4)[cH:14][cH:15]3)[CH2:9][CH2:10][CH:11]12.